Task: describe an organic reaction: reactants, conditions, products, and yield. Dataset: the Open Reaction Database (ORD), a public repository of structured organic reaction records The reactants are COC(CCC1=C(C=C(C=C1)OCC(C)C=1N=C(SC1C)C1=CC=C(C=C1)B1OC(C(O1)(C)C)(C)C)C)=O (3-[2-Methyl-4-(2-(5-methyl-2-[4-(4,4,5,5-tetramethyl-[1,3,2]dioxaborolan-2-yl)-phenyl]-thiazol-4-yl)-propoxy)-phenyl]-propionic acid methyl ester), BrC1=NC=CC=N1 (2-bromopyrimidine), C([O-])([O-])=O.[Na+].[Na+] (sodium carbonate). Reagents/catalysts: C1=CC=C(C=C1)P([C-]2C=CC=C2)C3=CC=CC=C3.C1=CC=C(C=C1)P([C-]2C=CC=C2)C3=CC=CC=C3.Cl[Pd]Cl.[Fe+2] ([1,1′-Bis-(diphenylphosphino)ferrocene]dichloropalladium(II)). The solvent is C1(=CC=CC=C1)C (toluene). Conditions: temperature 100 celsius. Yields the product COC(CCC1=C(C=C(C=C1)OCC(C)C=1N=C(SC1C)C1=CC=C(C=C1)C1=NC=CC=N1)C)=O (3-(2-Methyl-4-{2-[5-methyl-2-(4-pyrimidin-2-yl-phenyl)-thiazol-4-yl]-propoxy}-phenyl)-propionic acid methyl ester). The yield is 41.5%. RXN SMILES: [CH3:1][O:2][C:3](=[O:38])[CH2:4][CH2:5][C:6]1[CH:11]=[CH:10][C:9]([O:12][CH2:13][CH:14]([C:16]2[N:17]=[C:18]([C:22]3[CH:27]=[CH:26][C:25](B4OC(C)(C)C(C)(C)O4)=[CH:24][CH:23]=3)[S:19][C:20]=2[CH3:21])[CH3:15])=[CH:8][C:7]=1[CH3:37].Br[C:40]1[N:45]=[CH:44][CH:43]=[CH:42][N:41]=1.C(=O)([O-])[O-].[Na+].[Na+]>C1(C)C=CC=CC=1.C1C=CC(P(C2C=CC=CC=2)[C-]2C=CC=C2)=CC=1.C1C=CC(P(C2C=CC=CC=2)[C-]2C=CC=C2)=CC=1.Cl[Pd]Cl.[Fe+2]>[CH3:1][O:2][C:3](=[O:38])[CH2:4][CH2:5][C:6]1[CH:11]=[CH:10][C:9]([O:12][CH2:13][CH:14]([C:16]2[N:17]=[C:18]([C:22]3[CH:27]=[CH:26][C:25]([C:40]4[N:45]=[CH:44][CH:43]=[CH:42][N:41]=4)=[CH:24][CH:23]=3)[S:19][C:20]=2[CH3:21])[CH3:15])=[CH:8][C:7]=1[CH3:37] |f:2.3.4,6.7.8.9|. Procedure details: 3-[2-Methyl-4-(2-(5-methyl-2-[4-(4,4,5,5-tetramethyl-[1,3,2]dioxaborolan-2-yl)-phenyl]-thiazol-4-yl)-propoxy)-phenyl]-propionic acid methyl ester (5.2 g, 6.92 mmol) is dissolved in anhydrous toluene (30 mL), degassed, and filled with nitrogen three times. [1,1′-Bis-(diphenylphosphino)ferrocene]dichloropalladium(II) (330 mg, 0.346 mmol), 2-bromopyrimidine (2.24 g, 14 mmol), and sodium carbonate (3.71 g in 5 mL water, 35 mmol) are added, and the degassing procedure is repeated. The reaction is hea... Starting materials: COC([C@@H](NC(=O)OCC1=CC=CC=C1)CC1=CC=C(C=C1)OCC1=CC=CC=C1)=O (O-benzyl-N-benzyloxycarbonyltyrosine methyl ester), [Cl-].[Na+] (sodium chloride), [Cl-].[Li+] (lithium chloride), [BH4-].[Na+] (sodium borohydride). Solvent: C(C)O (ethanol), O1CCCC1 (tetrahydrofuran). Reaction conditions: time 18 hour. The product is C(C1=CC=CC=C1)OC1=CC=C(C[C@H](NC(=O)OCC2=CC=CC=C2)CO)C=C1 (O-Benzyl-N-Benzyloxycarbonyltyrosinol). Yield: 99.9%. Reaction SMILES: C[O:2][C:3](=O)[C@H:4]([CH2:16][C:17]1[CH:22]=[CH:21][C:20]([O:23][CH2:24][C:25]2[CH:30]=[CH:29][CH:28]=[CH:27][CH:26]=2)=[CH:19][CH:18]=1)[NH:5][C:6]([O:8][CH2:9][C:10]1[CH:15]=[CH:14][CH:13]=[CH:12][CH:11]=1)=[O:7].[Cl-].[Li+].[BH4-].[Na+].[Cl-].[Na+]>C(O)C.O1CCCC1>[CH2:24]([O:23][C:20]1[CH:21]=[CH:22][C:17]([CH2:16][C@@H:4]([CH2:3][OH:2])[NH:5][C:6]([O:8][CH2:9][C:10]2[CH:15]=[CH:14][CH:13]=[CH:12][CH:11]=2)=[O:7])=[CH:18][CH:19]=1)[C:25]1[CH:26]=[CH:27][CH:28]=[CH:29][CH:30]=1 |f:1.2,3.4,5.6|. Procedure: 27.25 g of O-benzyl-N-benzyloxycarbonyltyrosine methyl ester was dissolved in a mixed solvent of 185 ml of ethanol and 122 ml of tetrahydrofuran, and to the solution were added 5.8 g of lithium chloride and 5.2 g of sodium borohydride under ice cooling. The reaction mixture was stirred at a room temperature for 18 hours, and after the addition of 500 ml of saturated sodium chloride aqueous solution, extracted twice with 300 ml of chloroform. The extract was dried over magnesium sulfate and conce... Starting materials: C(#N)C(C(=O)OCC)C1=C(C(=CC=C1)SC1=C(C=CC=C1)Cl)OC (ethyl 2-cyano-2-[2-methoxy-3-(2-chlorophenylthio)phenyl]acetate), [H-].[Na+] (sodium hydride), O (water), CI (methyl iodide). Solvent: CN(C=O)C (dimethylformamide), CN(C=O)C (dimethylformamide). Conditions: time 20 minute. Yields the product C(#N)C(C(=O)OCC)(C)C1=C(C(=CC=C1)SC1=C(C=CC=C1)Cl)OC (ethyl 2-cyano-2-[2-methoxy-3-(2-chlorophenylthio)phenyl]propionate). Yield: 102.3%. RXN SMILES: [C:1]([CH:3]([C:9]1[CH:14]=[CH:13][CH:12]=[C:11]([S:15][C:16]2[CH:21]=[CH:20][CH:19]=[CH:18][C:17]=2[Cl:22])[C:10]=1[O:23][CH3:24])[C:4]([O:6][CH2:7][CH3:8])=[O:5])#[N:2].[H-].[Na+].[CH3:27]I.O>CN(C)C=O>[C:1]([C:3]([C:9]1[CH:14]=[CH:13][CH:12]=[C:11]([S:15][C:16]2[CH:21]=[CH:20][CH:19]=[CH:18][C:17]=2[Cl:22])[C:10]=1[O:23][CH3:24])([CH3:27])[C:4]([O:6][CH2:7][CH3:8])=[O:5])#[N:2] |f:1.2|. Reported procedure: A solution of ethyl 2-cyano-2-[2-methoxy-3-(2-chlorophenylthio)phenyl]acetate (3.2 g) in dimethylformamide (10 ml) was added dropwise to a mixture of sodium hydride (65%, 330 mg) and dimethylformamide (20 ml) in 10 minutes at temperature below 10° C. After stirring the mixture at the same temperature for 20 minutes, methyl iodide (2.5 g) was added to the mixture. The mixture was stirred at the same temperature for 15 minutes and then at room temperature for 20 minutes. The reaction mixture was p... Reactants: CCOC(C)=O, Clc1nc(Cl)c2cc[nH]c2n1, N. The product is Nc1nc(Cl)nc2[nH]ccc12. As a reaction SMILES: [CH3:13][CH2:14][O:15][C:16]([CH3:17])=[O:18].[Cl:1][c:2]1[n:3][c:4]([Cl:11])[c:5]2[c:6]([n:7]1)[nH:8][cH:9][cH:10]2.[NH3:12]>>[Cl:1][c:2]1[n:3][c:4]([NH2:12])[c:5]2[c:6]([n:7]1)[nH:8][cH:9][cH:10]2. Starting materials: Cc1nc2cc(C3CC=CCCCC(C)C(O)C(C)C(=O)C(C)(C)C=CC(=O)O3)ccc2n1C, [K+], [K+], O=C([O-])[O-], O. Product: Cc1nc2cc(C3CC4OC4CCCC(C)C(O)C(C)C(=O)C(C)(C)C=CC(=O)O3)ccc2n1C. Reaction SMILES: [CH3:1][n:2]1[c:3]([CH3:34])[n:4][c:5]2[c:6]1[cH:7][cH:8][c:9]([CH:11]1[CH2:12][CH:13]=[CH:14][CH2:15][CH2:16][CH2:17][CH:18]([CH3:33])[CH:19]([OH:32])[CH:20]([CH3:31])[C:21](=[O:30])[C:22]([CH3:28])([CH3:29])[CH:23]=[CH:24][C:25](=[O:27])[O:26]1)[cH:10]2.[K+:35].[K+:36].[O-:37][C:38]([O-:39])=[O:40].[OH2:41]>>[CH3:1][n:2]1[c:3]([CH3:34])[n:4][c:5]2[c:6]1[cH:7][cH:8][c:9]([CH:11]1[CH2:12][CH:13]3[CH:14]([CH2:15][CH2:16][CH2:17][CH:18]([CH3:33])[CH:19]([OH:32])[CH:20]([CH3:31])[C:21](=[O:30])[C:22]([CH3:28])([CH3:29])[CH:23]=[CH:24][C:25](=[O:27])[O:26]1)[O:37]3)[cH:10]2. Starting materials: COCCN(CCOC)S(F)(F)F (bis(2-methoxyethyl)aminosulfur trifluoride), COC[C@@H](OC=1C=C(C=C(C1)OC1=CC=C(C=C1)S(=O)(=O)C)C1=CC=C(N1)C=1OC(CN1)CO)C ([2-(5-{3-[(1S)-2-Methoxy-1-methylethoxy]-5-[4-(methylsulfonyl)phenoxy]phenyl}-1H-pyrrol-2-yl)-4,5-dihydro-1,3-oxazol-5-yl]methanol), C(O)([O-])=O.[Na+] (sodium hydrogencarbonate). Run in ClCCl (dichloromethane). Run at time 6 hour. Product: FCC1CN=C(O1)C=1NC(=CC1)C1=CC(=CC(=C1)OC1=CC=C(C=C1)S(=O)(=O)C)O[C@H](COC)C (5-(Fluoromethyl)-2-(5-{3-[(1S)-2-methoxy-1-methylethoxy]-5-[4-(methylsulfonyl)phenoxy]phenyl}-1H-pyrrol-2-yl)-4,5-dihydro-1,3-oxazole). The yield is 60.7%. As a reaction SMILES: [CH3:1][O:2][CH2:3][C@H:4]([CH3:35])[O:5][C:6]1[CH:7]=[C:8]([C:23]2[NH:27][C:26]([C:28]3[O:29][CH:30]([CH2:33]O)[CH2:31][N:32]=3)=[CH:25][CH:24]=2)[CH:9]=[C:10]([O:12][C:13]2[CH:18]=[CH:17][C:16]([S:19]([CH3:22])(=[O:21])=[O:20])=[CH:15][CH:14]=2)[CH:11]=1.COCCN(S(F)(F)[F:46])CCOC.C(=O)([O-])O.[Na+]>ClCCl>[F:46][CH2:33][CH:30]1[O:29][C:28]([C:26]2[NH:27][C:23]([C:8]3[CH:9]=[C:10]([O:12][C:13]4[CH:18]=[CH:17][C:16]([S:19]([CH3:22])(=[O:21])=[O:20])=[CH:15][CH:14]=4)[CH:11]=[C:6]([O:5][C@@H:4]([CH3:35])[CH2:3][O:2][CH3:1])[CH:7]=3)=[CH:24][CH:25]=2)=[N:32][CH2:31]1 |f:2.3|. Procedure details: [2-(5-{3-[(1S)-2-Methoxy-1-methylethoxy]-5-[4-(methylsulfonyl)phenoxy]phenyl}-1H-pyrrol-2-yl)-4,5-dihydro-1,3-oxazol-5-yl]methanol (100 mg, 0.20 mmol) synthesized in Example 29 was dissolved in dichloromethane (5 mL), and bis(2-methoxyethyl)aminosulfur trifluoride (81 μL, 0.44 mmol) was added at 0° C. After stirring at room temperature for 6 hours, a saturated aqueous sodium hydrogencarbonate solution was added, and extraction was carried out with dichloromethane (60 mL). The organic layer was w... Starting materials: C(Cl)Cl (CH2Cl2), ice HCl, NC1=NC=CC=C1 (aminopyridine), [Al+3].[Cl-].[Cl-].[Cl-] (AlCl3), ClC1=CC=CC=C1 (chlorobenzene). The solvent is CO (MeOH). Conditions: temperature 120 celsius. Yields the product N1=CC=CC2=CC=CN=C12 (naphthyridin). RXN SMILES: [NH2:1][C:2]1[CH:7]=[CH:6][CH:5]=[CH:4][N:3]=1.[Al+3].[Cl-].[Cl-].[Cl-].Cl[C:13]1[CH:18]=CC=C[CH:14]=1.C(Cl)Cl>CO>[N:3]1[C:2]2[C:7](=[CH:14][CH:13]=[CH:18][N:1]=2)[CH:6]=[CH:5][CH:4]=1 |f:1.2.3.4|. Procedure details: To a mixture of aminopyridine (1.12 g, 5.833 mmol) and AlCl3 (3.11 g, 0.023 mol) was added chlorobenzene (10.0 mL) in a sealed vessel under Ar. The reaction was sealed and heated to 120° C. for 12 h. The reaction mixture was cooled to RT and the mixture was poured over ice/HCl mixture and extracted with EtOAc (3×50.0 mL). The aqueous layer was neutralized via addition of solid NaHCO3 and extracted with EtOAc (5×50 mL). Combined organic layers were dried over Na2SO4 and evaporated to dryness to y... The reactants are CC1(OC2=CC=C(C=C2C(C1)(C)C)C(C(=O)O)CCCCC)C ((RS)-2-(2,2,4,4-tetramethyl-chroman-6-yl)-heptanoic acid), B.C1CCOC1 (BH3.THF). The solvent is C1CCOC1 (THF), C1CCOC1 (THF). Run at temperature 0 celsius, time 2 hour. Yields the product CC1(OC2=CC=C(C=C2C(C1)(C)C)C(CO)CCCCC)C ((RS)-2-(2,2,4,4-tetramethyl-chroman-6-yl)-heptanol). The yield is 65.4%. Reaction SMILES: [CH3:1][C:2]1([CH3:23])[CH2:11][C:10]([CH3:13])([CH3:12])[C:9]2[C:4](=[CH:5][CH:6]=[C:7]([CH:14]([CH2:18][CH2:19][CH2:20][CH2:21][CH3:22])[C:15](O)=[O:16])[CH:8]=2)[O:3]1.B.C1COCC1>C1COCC1>[CH3:1][C:2]1([CH3:23])[CH2:11][C:10]([CH3:12])([CH3:13])[C:9]2[C:4](=[CH:5][CH:6]=[C:7]([CH:14]([CH2:18][CH2:19][CH2:20][CH2:21][CH3:22])[CH2:15][OH:16])[CH:8]=2)[O:3]1 |f:1.2|. Procedure details: 0.8 g of (RS)-2-(2,2,4,4-tetramethyl-chroman-6-yl)-heptanoic acid were dissolved in 15 ml THF and treated dropwise, at 0° C., with 12.3 ml of 1M BH3.THF in THF. The mixture was stirred at 0° C. for two hours and then was quenched at 0° C. with careful addition of one portion of 15 ml of 3N HCl. The mixture was stirred at room temperature for 30 min. then was extracted with three portion of 75 ml of ethyl acetate. The combined organic extracts were dried over MgSO4 and concentrated in vacuo, givi... Starting materials: COC1=CC=C2CCCC(C2=C1)=O (7-methoxy-1-tetralone), C(=O)OCC (ethyl formate). Product: OC=C1C(C2=CC(=CC=C2CC1)OC)=O (2-Hydroxymethylene-7-methoxy-3,4-dihydro-2H-naphthalen-1-one). RXN SMILES: [CH3:1][O:2][C:3]1[CH:12]=[C:11]2[C:6]([CH2:7][CH2:8][CH2:9][C:10]2=[O:13])=[CH:5][CH:4]=1.[CH:14](OCC)=[O:15]>>[OH:15][CH:14]=[C:9]1[CH2:8][CH2:7][C:6]2[C:11](=[CH:12][C:3]([O:2][CH3:1])=[CH:4][CH:5]=2)[C:10]1=[O:13]. Reported procedure: The expected product is prepared from 7-methoxy-1-tetralone and ethyl formate according to the procedure described in Organic Synthesis 1959, 39, 27.